This data is from the Open Reaction Database (ORD), a public repository of structured organic reaction records. The task is: describe an organic reaction: reactants, conditions, products, and yield The reactants are C([O-])([O-])=O.[Cs+].[Cs+] (cesium carbonate), C(C)S(=O)(=O)C1=CC(=C(C=C1)O)N (4-ethylsulfonyl-2-aminophenol), BrCC(=O)Br (bromoacetyl bromide). The solvent is CN(C)C=O (DMF), CN(C)C=O (DMF). Reaction conditions: temperature 0 celsius, time 8 hour. Product: C(C)S(=O)(=O)C=1C=CC2=C(NC(CO2)=O)C1 (6-(Ethylsulfonyl)-2H-1,4-benzoxazin-3 (4H)-one). Reaction SMILES: [CH2:1]([S:3]([C:6]1[CH:11]=[CH:10][C:9]([OH:12])=[C:8]([NH2:13])[CH:7]=1)(=[O:5])=[O:4])[CH3:2].C(=O)([O-])[O-].[Cs+].[Cs+].Br[CH2:21][C:22](Br)=[O:23]>CN(C=O)C>[CH2:1]([S:3]([C:6]1[CH:11]=[CH:10][C:9]2[O:12][CH2:21][C:22](=[O:23])[NH:13][C:8]=2[CH:7]=1)(=[O:5])=[O:4])[CH3:2] |f:1.2.3|. Procedure details: Commercially available 4-ethylsulfonyl-2-aminophenol (4.02 g, 20 mmol) was dissolved in DMF (30 mL) and mixed with cesium carbonate (6.5 g, 20 mmol). The reaction mixture was cooled to 0° C. and bromoacetyl bromide (4.0 g, 20 mmol) in DMF (5 mL) was added dropwise. The reaction was stirred overnight at room temperature. After aqueous work up, the product was purified by silica gel chromatography with methanol/dichloromethane to give the product as an orange solid, 1.7 g (35%). The reactants are C(C)N(C(C1=CC(=C(C=C1)F)[N+](=O)[O-])=O)CC (N,N-diethyl-4-fluoro-3-nitrobenzamide), N1=CC=C(C=C1)CN (4-pyridinylmethanamine). Conditions: time 87 hour. Yields the product C(C)N(C(C1=CC(=C(C=C1)NCC1=CC=NC=C1)[N+](=O)[O-])=O)CC (N,N-Diethyl-3-nitro-4-[(4-pyridinylmethyl)amino]benzamide). Isolated yield 49.2%. As a reaction SMILES: [CH2:1]([N:3]([CH2:16][CH3:17])[C:4](=[O:15])[C:5]1[CH:10]=[CH:9][C:8](F)=[C:7]([N+:12]([O-:14])=[O:13])[CH:6]=1)[CH3:2].[N:18]1[CH:23]=[CH:22][C:21]([CH2:24][NH2:25])=[CH:20][CH:19]=1>>[CH2:1]([N:3]([CH2:16][CH3:17])[C:4](=[O:15])[C:5]1[CH:10]=[CH:9][C:8]([NH:25][CH2:24][C:21]2[CH:22]=[CH:23][N:18]=[CH:19][CH:20]=2)=[C:7]([N+:12]([O-:14])=[O:13])[CH:6]=1)[CH3:2]. Procedure: Following general procedure 2B, N,N-diethyl-4-fluoro-3-nitrobenzamide (0.272 g, 1.13 mmol) and 4-pyridinylmethanamine (0.11 mL, 1.12 mmol) were stirred at room temperature for 87 h. The crude product was purified by column chromatography (100% EtOAc, then 9:1 CH2Cl2:MeOH) to provide the title compound (0.181 g, 60%). 1H-NMR (CD3OD): δ 8.49 (d, J=6.4 Hz, 2H), 8.27 (d, J=2.8 Hz, 1H), 7.50–7.42 (m, 3H), 6.87 (d, J=8.4 Hz, 1H), 4.77 (s, 2H), 3.44 (br s, 4H), 1.21 (t, J=7.2 Hz; 6H). MS (ESI) (M+H)+=3...